Dataset: the Open Reaction Database (ORD), a public repository of structured organic reaction records. Task: describe an organic reaction: reactants, conditions, products, and yield Starting materials: C1(=CC=CC=C1)C=1C2=C(SC1)C=C(C=C2)OC (3-Phenyl-6-methoxybenzo[b]thiophene), C(C1=CC=CC=C1)(=O)Cl (benzoyl chloride). Yields the product C(C1=CC=CC=C1)(=O)C1=C(C2=C(S1)C=C(C=C2)OC)C2=CC=CC=C2 (2-Benzoyl-3-Phenyl-6-Methoxybenzo[b]thiophene). The yield is 52.0%. As a reaction SMILES: [C:1]1([C:7]2[C:8]3[CH:15]=[CH:14][C:13]([O:16][CH3:17])=[CH:12][C:9]=3[S:10][CH:11]=2)[CH:6]=[CH:5][CH:4]=[CH:3][CH:2]=1.[C:18](Cl)(=[O:25])[C:19]1[CH:24]=[CH:23][CH:22]=[CH:21][CH:20]=1>>[C:18]([C:11]1[S:10][C:9]2[CH:12]=[C:13]([O:16][CH3:17])[CH:14]=[CH:15][C:8]=2[C:7]=1[C:1]1[CH:2]=[CH:3][CH:4]=[CH:5][CH:6]=1)(=[O:25])[C:19]1[CH:24]=[CH:23][CH:22]=[CH:21][CH:20]=1. Procedure details: 3-Phenyl-6-methoxybenzo[b]thiophene and benzoyl chloride were converted to the title compound by the procedure of Example 1 in 52% yield, after crystallization from methanol. Starting materials: N1(CCOCC1)C1=NC(=CC2=CC=CC=C12)N (1-Morpholinyl-3-aminoisoquinoline), C(C)S(=O)(=O)O (ethanesulfonic acid). Product: C(C)S(=O)(=O)O.N1(CCOCC1)C1=NC(=CC2=CC=CC=C12)N (1-morpholinyl-3-aminoisoquinoline ethanesulfonate). RXN SMILES: [N:1]1([C:7]2[C:16]3[C:11](=[CH:12][CH:13]=[CH:14][CH:15]=3)[CH:10]=[C:9]([NH2:17])[N:8]=2)[CH2:6][CH2:5][O:4][CH2:3][CH2:2]1.[CH2:18]([S:20]([OH:23])(=[O:22])=[O:21])[CH3:19]>>[CH2:18]([S:20]([OH:23])(=[O:22])=[O:21])[CH3:19].[N:1]1([C:7]2[C:16]3[C:11](=[CH:12][CH:13]=[CH:14][CH:15]=3)[CH:10]=[C:9]([NH2:17])[N:8]=2)[CH2:2][CH2:3][O:4][CH2:5][CH2:6]1 |f:2.3|. Procedure: 1-Morpholinyl-3-aminoisoquinoline is reacted with ethanesulfonic acid in equimolar ratio to give 1-morpholinyl-3-aminoisoquinoline ethanesulfonate. Reactants: COc1cc(Br)ccc1F, [Mg], C1CCOC1. RXN SMILES: [Br:1][c:2]1[cH:3][c:4]([O:9][CH3:10])[c:5]([F:8])[cH:6][cH:7]1.[Mg:11].[O:12]1[CH2:13][CH2:14][CH2:15][CH2:16]1>>[Br-:1].[c:2]1([Mg+:11])[cH:3][c:4]([O:9][CH3:10])[c:5]([F:8])[cH:6][cH:7]1. Yields the product [Br-], COc1cc([Mg+])ccc1F. The reactants are CS(=O)C1=C(C=CC(=C1)C(C)C)N(C1=NC(=CC(=N1)C)C)CC (N-(2-Methylsulfinyl-4-(1-Methylethyl)Phenyl)-N-Ethyl-4,6-Dimethyl-2-Pyrimidinamine), C(Cl)Cl (CH2Cl2), [O-][Mn](=O)(=O)=O.[K+] (KMnO4). The reagents and catalysts are [Cl-].C(C1=CC=CC=C1)[N+](CC)(CC)CC (benzyltriethylammonium chloride). Run in O (water). Yields the product CS(=O)(=O)C1=C(C=CC(=C1)C(C)C)N(C1=NC(=CC(=N1)C)C)CC (N-(2-methylsulfonyl-4-(1-methylethyl)phenyl)-N-ethyl-4,6-dimethyl-2-pyrimidinamine). Isolated yield 81.5%. RXN SMILES: [CH3:1][S:2]([C:4]1[CH:9]=[C:8]([CH:10]([CH3:12])[CH3:11])[CH:7]=[CH:6][C:5]=1[N:13]([CH2:22][CH3:23])[C:14]1[N:19]=[C:18]([CH3:20])[CH:17]=[C:16]([CH3:21])[N:15]=1)=[O:3].C(Cl)Cl.[O-:27][Mn](=O)(=O)=O.[K+]>[Cl-].C([N+](CC)(CC)CC)C1C=CC=CC=1.O>[CH3:1][S:2]([C:4]1[CH:9]=[C:8]([CH:10]([CH3:12])[CH3:11])[CH:7]=[CH:6][C:5]=1[N:13]([CH2:22][CH3:23])[C:14]1[N:19]=[C:18]([CH3:20])[CH:17]=[C:16]([CH3:21])[N:15]=1)(=[O:27])=[O:3] |f:2.3,4.5|. Reported procedure: The sulfoxide of Example 37, (100 mg, 0.3 mmoles) was stirred at 4 mL of CH2Cl2 and 8 mL water with 20 mg (0.09 mmole) of benzyltriethylammonium chloride and 94.5 mg (0.6 mmole) KMnO4 at 25° C. for 16 h. The mixture was partitioned between 60 mL EtOAc and 40 mL water and the EtOAc was washed with water, brine, dried and stripped in vacuo. The residue was purified by silica gel chromatography using 25% EtOAc/hexanes to give 85 mg product (81% yield); mp 174-175.3° C. Elemental analysis for C18H25... Reactants: C(C)(=O)OC=C (vinyl acetate), C(C)(=O)OC=C.C(O)NC(C=C)=O (vinyl acetate N-methylol acrylamide), C(O)NC(C=C)=O.O (N-methylol acrylamide H2O), ( 1 ). The solvent is O (water). Product: C(C)(=O)OC=C.C=C.C(C)(=O)OC=C.C(O)NC(C=C)=O (ethylene vinyl acetate vinyl acetate N-methylol acrylamide). Reaction SMILES: [C:1]([O:4][CH:5]=[CH2:6])(=[O:3])[CH3:2].C(N[C:10](=O)[CH:11]=C)O.O.[C:15]([O:18][CH:19]=[CH2:20])(=[O:17])[CH3:16].[CH2:21]([NH:23][C:24](=[O:27])[CH:25]=[CH2:26])[OH:22]>O>[C:1]([O:4][CH:5]=[CH2:6])(=[O:3])[CH3:2].[CH2:10]=[CH2:11].[C:15]([O:18][CH:19]=[CH2:20])(=[O:17])[CH3:16].[CH2:21]([NH:23][C:24](=[O:27])[CH:25]=[CH2:26])[OH:22] |f:1.2,3.4,6.7.8.9|. Procedure: Example IV is repeated in every essential respect with the exception that Aircoflex 400 is used; the amount of vinyl acetate added is 60.0 grams (6.0 grams initially and 54.0 grams delayed); the amount of N-methylol acrylamide/H2O (60/40) added is 16.6 grams (15.6 milliliters); temperature is increased from 24° C. to 74.0° C. in about one (1) hour and 15 minutes; 48 grams of water used to dissolve catalyst; and temperature in the range of 74° C. to 70° C. maintained for about 40 minutes after co... Reactants: C(C)OC1=C(C=CC(=C1)C=O)C#CC1(CN2CCC1CC2)O (3-[2-(2-ethoxy-4-formylphenyl)ethynyl]quinuclidin-3-ol), C(=O)(OCC)C=P(C1=CC=CC=C1)(C1=CC=CC=C1)C1=CC=CC=C1 (carbethoxymethylenetriphenylphosphorane). Solvent: C1(=CC=CC=C1)C (toluene). Conditions: temperature 100 celsius. Yields the product C(C)OC1=C(C=CC(=C1)C=CC(=O)OCC)C#CC1(CN2CCC1CC2)O (3-[2-(2-ethoxy-4-(2-ethoxycarbonylethenyl)phenyl)ethynyl]quinuclidin-3-ol). The yield is 44.4%. As a reaction SMILES: [CH2:1]([O:3][C:4]1[CH:9]=[C:8]([CH:10]=O)[CH:7]=[CH:6][C:5]=1[C:12]#[C:13][C:14]1([OH:22])[CH:19]2[CH2:20][CH2:21][N:16]([CH2:17][CH2:18]2)[CH2:15]1)[CH3:2].[C:23]([CH:28]=P(C1C=CC=CC=1)(C1C=CC=CC=1)C1C=CC=CC=1)([O:25][CH2:26][CH3:27])=[O:24]>C1(C)C=CC=CC=1>[CH2:1]([O:3][C:4]1[CH:9]=[C:8]([CH:10]=[CH:28][C:23]([O:25][CH2:26][CH3:27])=[O:24])[CH:7]=[CH:6][C:5]=1[C:12]#[C:13][C:14]1([OH:22])[CH:19]2[CH2:20][CH2:21][N:16]([CH2:17][CH2:18]2)[CH2:15]1)[CH3:2]. Procedure details: A mixture of 3-[2-(2-ethoxy-4-formylphenyl)ethynyl]quinuclidin-3-ol (598 mg), carbethoxymethylenetriphenylphosphorane (1.04 g) in toluene (10 ml) was heated at 100° C. for 5 hours. The reaction mixture was cooled to ambient temperature and the toluene evaporated to give a solid which was crystallised from acetonitrile to give 3-[2-(2-ethoxy-4-(2-ethoxycarbonylethenyl)phenyl)ethynyl]quinuclidin-3-ol (328 mg) as a solid, m.p. 152-153° C.; microanalysis found: C, 71.5; H, 7.3; N, 3.7%; C22H27NO4 re...